Dataset: the Open Reaction Database (ORD), a public repository of structured organic reaction records. Task: describe an organic reaction: reactants, conditions, products, and yield Starting materials: ClC(CCCl)(Cl)Cl (1,1,1,3-tetrachloropropane), ClCl (Chlorine). Yields the product ClC(=CCCl)Cl (1,1,3-trichloropropene), ClC(C(CCl)Cl)(Cl)Cl (1,1,1,2,3-pentachloropropane), ClC(=C(CCl)Cl)Cl (1,1,2,3-tetrachloropropene). RXN SMILES: [Cl:1]Cl.[Cl:3][C:4]([Cl:9])([Cl:8])[CH2:5][CH2:6][Cl:7]>>[Cl:3][C:4]([Cl:8])=[CH:5][CH2:6][Cl:7].[Cl:3][C:4]([Cl:9])([Cl:8])[CH:5]([Cl:1])[CH2:6][Cl:7].[Cl:9][C:4]([Cl:8])=[C:5]([Cl:1])[CH2:6][Cl:7]. Reported procedure: Chlorine conversion was 99%; 1,1,1,3-tetrachloropropane conversion was 99%. The yields of 1,1,3-trichloropropene, 1,1,1,2,3-pentachloropropane, and 1,1,2,3-tetrachloropropene on 1,1,1,3-tetrachloropropane fed were 2.0, 85, and 5.8 percent, respectively. The total yield of four prominent high-boiling byproducts was 3.3 wt % in the reactor effluent. These byproducts are believed to be hexachloropropane, two pentachlorohexene isomers, and hexachlorohexadiene. Reactants: CN(C)P(=O)(N(C)C)N(C)C, Cl, [Na], O=C1Cc2ccccc2S1, O=C(Nc1cccs1)Oc1ccccc1. Product: O=C(Nc1cccs1)C1C(=O)Sc2ccccc21. As a reaction SMILES: [CH3:28][N:29]([CH3:30])[P:31](=[O:32])([N:33]([CH3:34])[CH3:35])[N:36]([CH3:37])[CH3:38].[ClH:27].[Na:11].[O:1]=[C:2]1[CH2:3][c:4]2[c:5]([cH:7][cH:8][cH:9][cH:10]2)[S:6]1.[s:12]1[c:13]([NH:17][C:18]([O:19][c:21]2[cH:22][cH:23][cH:24][cH:25][cH:26]2)=[O:20])[cH:14][cH:15][cH:16]1>>[O:1]=[C:2]1[CH:3]([C:18]([NH:17][c:13]2[s:12][cH:16][cH:15][cH:14]2)=[O:19])[c:4]2[c:5]([cH:7][cH:8][cH:9][cH:10]2)[S:6]1. The product is CC(=O)NCC1CN(c2ccc(-c3ccc(C4=NOC(CO)C4)s3)c(F)c2)C(=O)O1. Starting materials: C[Sn](C)(C)c1ccc(C2=NOC(CO)C2)s1, CC(=O)NCC1CN(c2ccc(I)c(F)c2)C(=O)O1, c1coc(P(c2ccco2)c2ccco2)c1. Reaction SMILES: [CH3:20][Sn:21]([c:22]1[cH:23][cH:24][c:25]([C:27]2=[N:28][O:29][CH:30]([CH2:32][OH:33])[CH2:31]2)[s:26]1)([CH3:34])[CH3:35].[F:1][c:2]1[cH:3][c:4]([N:9]2[C:10](=[O:19])[O:11][CH:12]([CH2:14][NH:15][C:16]([CH3:17])=[O:18])[CH2:13]2)[cH:5][cH:6][c:7]1[I:8].[o:36]1[cH:37][cH:38][cH:39][c:40]1[P:41]([c:42]1[o:43][cH:44][cH:45][cH:46]1)[c:47]1[o:48][cH:49][cH:50][cH:51]1>>[F:1][c:2]1[cH:3][c:4]([N:9]2[C:10](=[O:19])[O:11][CH:12]([CH2:14][NH:15][C:16]([CH3:17])=[O:18])[CH2:13]2)[cH:5][cH:6][c:7]1-[c:22]1[cH:23][cH:24][c:25]([C:27]2=[N:28][O:29][CH:30]([CH2:32][OH:33])[CH2:31]2)[s:26]1. The reactants are COC([C@@](N)(CC1=CC=CC=C1)CCCC)=O (methyl-α-butylphenylalaninate), [Li+].[BH4-] (LiBH4). Run in C1CCOC1 (THF). Yields the product NC(CO)(CCCC)CC1=CC=CC=C1 (2-amino-2-benzylhexan-1-ol). RXN SMILES: C[O:2][C:3](=O)[C@:4]([CH2:13][CH2:14][CH2:15][CH3:16])([CH2:6][C:7]1[CH:12]=[CH:11][CH:10]=[CH:9][CH:8]=1)[NH2:5].[Li+].[BH4-]>C1COCC1>[NH2:5][C:4]([CH2:6][C:7]1[CH:8]=[CH:9][CH:10]=[CH:11][CH:12]=1)([CH2:13][CH2:14][CH2:15][CH3:16])[CH2:3][OH:2] |f:1.2|. Procedure: To a solution of methyl ester (0.13 g, 0.55 mmol) from step B in 7.8 mL THF was added LiBH4 (2.3 mL, 4.6 mmol, 2M in THF). After 2 h at reflux, the reaction was cooled to rt and quenched by the dropwise addition of MeOH, followed by acetone. After the volatiles were removed in vacuo, the remaining residue was redissolved in 23 mL 1N HCl and heated to 45° C. for 1.5 h. The volatiles were removed in vacuo, and the remaining residue was redissolved in saturated aqueous NaHCO3. The aqueous layer was... Starting materials: C(CC)N(C1CC2=C(C=CC=C2CC1)CNC(C)=O)CCC (2-dipropylamino-8-acetamidomethyl-1,2,3,4-tetrahydronaphthalene), [OH-].[K+] (potassium hydroxide), ice water. Run in C(C)O (ethanol). Reaction conditions: temperature 90 celsius. Product: C(CC)N(C1CC2=C(C=CC=C2CC1)CN)CCC (2-Dipropylamino-8-aminomethyl-1,2,3,4-tetrahydronaphthalene). Reaction SMILES: [CH2:1]([N:4]([CH2:20][CH2:21][CH3:22])[CH:5]1[CH2:14][CH2:13][C:12]2[C:7](=[C:8]([CH2:15][NH:16]C(=O)C)[CH:9]=[CH:10][CH:11]=2)[CH2:6]1)[CH2:2][CH3:3].[OH-].[K+]>C(O)C>[CH2:20]([N:4]([CH2:1][CH2:2][CH3:3])[CH:5]1[CH2:14][CH2:13][C:12]2[C:7](=[C:8]([CH2:15][NH2:16])[CH:9]=[CH:10][CH:11]=2)[CH2:6]1)[CH2:21][CH3:22] |f:1.2|. Reported procedure: 10.6 g (35 mmol) of 2-dipropylamino-8-acetamidomethyl-1,2,3,4-tetrahydronaphthalene in 100 ml of ethanol and 23.1 g (350 mmol) of potassium hydroxide were heated to a gentle reflux for 24 h at 90° C. under nitrogen. The batch was subsequently stirred into 1 liter of ice water and the mixture was extracted with dichloromethane. The organic phase was washed with water and dried over sodium sulphate. The solvent was removed by distillation in vacuo. The reaction product, remaining as a residue, was... Reactants: [K+], O=[N+]([O-])[O-], O=S(=O)(O)O, CCOC(=O)c1nc2ccccc2s1. Yields the product CCOC(=O)c1nc2ccc([N+](=O)[O-])cc2s1. Reaction SMILES: [K+:19].[N+:15](=[O:16])([O-:17])[O-:18].[S:20](=[O:21])(=[O:22])([OH:23])[OH:24].[s:1]1[c:2]([C:10](=[O:11])[O:12][CH2:13][CH3:14])[n:3][c:4]2[c:5]1[cH:6][cH:7][cH:8][cH:9]2>>[s:1]1[c:2]([C:10](=[O:11])[O:12][CH2:13][CH3:14])[n:3][c:4]2[c:5]1[cH:6][c:7]([N+:15](=[O:16])[O-:17])[cH:8][cH:9]2. Reactants: ClCc1nc2cscc2[nH]1, c1ccc(N2CCNCC2)nc1. Yields the product c1ccc(N2CCN(Cc3nc4cscc4[nH]3)CC2)nc1. Reaction SMILES: [Cl:1][CH2:2][c:3]1[n:4][c:5]2[c:6]([nH:7]1)[cH:8][s:9][cH:10]2.[n:11]1[c:12]([N:17]2[CH2:18][CH2:19][NH:20][CH2:21][CH2:22]2)[cH:13][cH:14][cH:15][cH:16]1>>[CH2:2]([c:3]1[n:4][c:5]2[c:6]([nH:7]1)[cH:8][s:9][cH:10]2)[N:20]1[CH2:19][CH2:18][N:17]([c:12]2[n:11][cH:16][cH:15][cH:14][cH:13]2)[CH2:22][CH2:21]1.